Task: describe an organic reaction: reactants, conditions, products, and yield. Dataset: the Open Reaction Database (ORD), a public repository of structured organic reaction records Starting materials: [Al+3], [BH4-], Cc1ccc(C(=O)Cl)cc1, COCCOCCOC, [Cl-], [Cl-], [Cl-], Clc1ccccc1, Cl, [Na+], O, c1ccsc1. The product is Cc1ccc(Cc2cccs2)cc1. Reaction SMILES: [Al+3:12].[BH4-:21].[CH3:1][c:2]1[cH:3][cH:4][c:5]([C:6]([Cl:7])=[O:8])[cH:9][cH:10]1.[CH3:30][O:31][CH2:32][CH2:33][O:34][CH2:35][CH2:36][O:37][CH3:38].[Cl-:11].[Cl-:13].[Cl-:14].[Cl:23][c:24]1[cH:25][cH:26][cH:27][cH:28][cH:29]1.[ClH:20].[Na+:22].[OH2:39].[cH:15]1[cH:16][cH:17][s:18][cH:19]1>>[CH3:1][c:2]1[cH:3][cH:4][c:5]([CH2:6][c:17]2[cH:16][cH:15][cH:19][s:18]2)[cH:9][cH:10]1. Starting materials: [OH-].[Na+] (sodium hydroxide), ice water, C(C)(C)(C)C=1C=C(C=C(C1O)C(C)(C)C)CCC(=O)OC (methyl 3-(3',5'-di-tert-butyl-4'-hydroxyphenyl)propionate), [H-].[Al+3].[Li+].[H-].[H-].[H-] (lithium aluminum hydride), ice water. Solvent: CCOCC (ether), CCOCC (ether). Run at time 30 minute. The product is C(C)(C)(C)C=1C=C(C=C(C1O)C(C)(C)C)CCCO (3-(3',5'-Di-tert-butyl-4'-hydroxyphenyl)-1-propanol). Isolated yield 95.5%. As a reaction SMILES: [C:1]([C:5]1[CH:6]=[C:7]([CH2:16][CH2:17][C:18](OC)=[O:19])[CH:8]=[C:9]([C:12]([CH3:15])([CH3:14])[CH3:13])[C:10]=1[OH:11])([CH3:4])([CH3:3])[CH3:2].[H-].[Al+3].[Li+].[H-].[H-].[H-].[OH-].[Na+]>CCOCC>[C:12]([C:9]1[CH:8]=[C:7]([CH2:16][CH2:17][CH2:18][OH:19])[CH:6]=[C:5]([C:1]([CH3:3])([CH3:2])[CH3:4])[C:10]=1[OH:11])([CH3:15])([CH3:13])[CH3:14] |f:1.2.3.4.5.6,7.8|. Procedure: A solution of methyl 3-(3',5'-di-tert-butyl-4'-hydroxyphenyl)propionate (117 g, 0.4 mol) in 200 ml of anhydrous ether was added dropwise to a mixture of lithium aluminum hydride (17 g, 0.45 mol) and anhydrous ether (800 ml) under an inert atmosphere with ice-water cooling. After the addition was completed, the reaction mixture was heated at reflux temperature for one hour, then cooled to room temperature. To the cooled mixture was added dropwise 80 ml of 3% sodium hydroxide aqueous solution with... The solvent is CO (methanol), CO (methanol). Reaction SMILES: [Cl:1][C:2]1[CH:31]=[CH:30][C:5]2[N:6]([CH:10]3[CH2:15][CH2:14][N:13]([CH2:16][CH2:17][NH:18][C:19](=[O:29])[C:20]4[CH:25]=[CH:24][CH:23]=[CH:22][C:21]=4[N+:26]([O-])=O)[CH2:12][CH2:11]3)[C:7](=[O:9])[NH:8][C:4]=2[CH:3]=1.O1CCCC1.[H][H].N>[Ni].CO>[NH2:26][C:21]1[CH:22]=[CH:23][CH:24]=[CH:25][C:20]=1[C:19]([NH:18][CH2:17][CH2:16][N:13]1[CH2:12][CH2:11][CH:10]([N:6]2[C:5]3[CH:30]=[CH:31][C:2]([Cl:1])=[CH:3][C:4]=3[NH:8][C:7]2=[O:9])[CH2:15][CH2:14]1)=[O:29]. The reagents and catalysts are [Ni] (Raney-nickel). Starting materials: [H][H] (hydrogen), 16, ClC1=CC2=C(N(C(N2)=O)C2CCN(CC2)CCNC(C2=C(C=CC=C2)[N+](=O)[O-])=O)C=C1 (N{2-[4-(5-chloro-2,3-dihydro-2-oxo- 1H-benzimidazol-1-yl)-1-piperidinyl] ethyl}-2-nitrobenzamide), O1CCCC1 (tetrahydrofuran), N (ammonia). Yields the product NC1=C(C(=O)NCCN2CCC(CC2)N2C(NC3=C2C=CC(=C3)Cl)=O)C=CC=C1 (2-amino-N-{2-[4-(5-chloro-2,3-dihydro-2-oxo- 1H-benzimidazol-1-yl)-1-piperidinyl] ethyl} benzamide). Reported procedure: A mixture of 16 parts of N{2-[4-(5-chloro-2,3-dihydro-2-oxo- 1H-benzimidazol-1-yl)-1-piperidinyl] ethyl}-2-nitrobenzamide in 90 parts of tetrahydrofuran and 40 parts of methanol is hydrogenated at normal pressure and at room temperature with 3 parts of Raney-nickel catalyst. After the calculated amount of hydrogen is taken up, there is added a solution of methanol, previously saturated with gaseous ammonia. The catalyst is filtered off and the filtrate is evaporated. The residue is taken up in a... Reactants: [OH-].[Na+] (sodium hydroxide), NCCOCC1=C(C(C(=C(N1)COC)C(=O)OCCC#N)C1=CC(=CC=C1)Cl)C(NCCC(C1=CC=CC=C1)C1=CC=CC=C1)=O ((2-cyanoethyl) 6-(2-aminoethoxy)methyl-4-(3-chlorophenyl)-5-(3,3-diphenylpropylcarbamoyl)-2-methoxymethyl-1,4-dihydropyridine-3-carboxylate), Cl (hydrochloric acid). Solvent: CO (methanol). Reaction conditions: time 8 hour. The product is NCCOCC1=C(C(C(=C(N1)COC)C(=O)O)C1=CC(=CC=C1)Cl)C(NCCC(C1=CC=CC=C1)C1=CC=CC=C1)=O (6-(2-aminoethoxy)methyl-4-(3-chlorophenyl)-5-(3,3-diphenylpropylcarbamoyl)-2-methoxymethyl-1,4-dihydropyridine-3-carboxylic acid). As a reaction SMILES: [NH2:1][CH2:2][CH2:3][O:4][CH2:5][C:6]1[NH:11][C:10]([CH2:12][O:13][CH3:14])=[C:9]([C:15]([O:17]CCC#N)=[O:16])[CH:8]([C:22]2[CH:27]=[CH:26][CH:25]=[C:24]([Cl:28])[CH:23]=2)[C:7]=1[C:29](=[O:46])[NH:30][CH2:31][CH2:32][CH:33]([C:40]1[CH:45]=[CH:44][CH:43]=[CH:42][CH:41]=1)[C:34]1[CH:39]=[CH:38][CH:37]=[CH:36][CH:35]=1.[OH-].[Na+].Cl>CO>[NH2:1][CH2:2][CH2:3][O:4][CH2:5][C:6]1[NH:11][C:10]([CH2:12][O:13][CH3:14])=[C:9]([C:15]([OH:17])=[O:16])[CH:8]([C:22]2[CH:27]=[CH:26][CH:25]=[C:24]([Cl:28])[CH:23]=2)[C:7]=1[C:29](=[O:46])[NH:30][CH2:31][CH2:32][CH:33]([C:40]1[CH:45]=[CH:44][CH:43]=[CH:42][CH:41]=1)[C:34]1[CH:35]=[CH:36][CH:37]=[CH:38][CH:39]=1 |f:1.2|. Procedure: 0.065 g (0.10 mmol) of (2-cyanoethyl) 6-(2-aminoethoxy)methyl-4-(3-chlorophenyl)-5-(3,3-diphenylpropylcarbamoyl)-2-methoxymethyl-1,4-dihydropyridine-3-carboxylate was dissolved in 1 ml of methanol. 0.20 ml of 1 N aqueous sodium hydroxide solution was added to the obtained solution, and they were stirred at room temperature for 8 hours. The reaction mixture was neutralized with 1 N hydrochloric acid. After the extraction with ethyl acetate, the solvent was evaporated and the product was purified ... Starting materials: [OH-].[Na+] (sodium hydroxide), CC=1C=CC(=NC1)N(C(=O)C=1OC=CC1)C1CCN(CC1)CCC1(CCCCC1)CC(=O)NCC(=O)OCC (Ethyl [2-[1-[2-[4-[N-(5-methylpyridin-2-yl)-2-furancarboxamido]piperidin-1-yl]ethyl]cyclohexyl]acetamido]acetate), C(C)(=O)O (acetic acid). Run in CO (methanol). Reaction conditions: time 16 hour. Yields the product CC=1C=CC(=NC1)N(C(=O)C=1OC=CC1)C1CCN(CC1)CCC1(CCCCC1)CC(=O)NCC(=O)O ([2-[1-[2-[4-[N-(5-Methylpyridin-2-yl)-2-furancarboxamido]piperidin-1-yl]ethyl]cyclohexyl]acetamido]acetic acid). Isolated yield 81.1%. RXN SMILES: [CH3:1][C:2]1[CH:3]=[CH:4][C:5]([N:8]([CH:16]2[CH2:21][CH2:20][N:19]([CH2:22][CH2:23][C:24]3([CH2:30][C:31]([NH:33][CH2:34][C:35]([O:37]CC)=[O:36])=[O:32])[CH2:29][CH2:28][CH2:27][CH2:26][CH2:25]3)[CH2:18][CH2:17]2)[C:9]([C:11]2[O:12][CH:13]=[CH:14][CH:15]=2)=[O:10])=[N:6][CH:7]=1.[OH-].[Na+].C(O)(=O)C>CO>[CH3:1][C:2]1[CH:3]=[CH:4][C:5]([N:8]([CH:16]2[CH2:21][CH2:20][N:19]([CH2:22][CH2:23][C:24]3([CH2:30][C:31]([NH:33][CH2:34][C:35]([OH:37])=[O:36])=[O:32])[CH2:29][CH2:28][CH2:27][CH2:26][CH2:25]3)[CH2:18][CH2:17]2)[C:9]([C:11]2[O:12][CH:13]=[CH:14][CH:15]=2)=[O:10])=[N:6][CH:7]=1 |f:1.2|. Procedure: Ethyl [2-[1-[2-[4-[N-(5-methylpyridin-2-yl)-2-furancarboxamido]piperidin-1-yl]ethyl]cyclohexyl]acetamido]acetate (221 mg) was dissolved in methanol (5 mL). A 2N aqueous sodium hydroxide solution (2.1 mL) was added to the solution, and it was stirred at room temperature for 16 hours. The solution was neutralized by addition of acetic acid (0.25 mL) (to pH of about 6). The solvent was distilled off under reduced pressure, and the resulting residue was extracted with 20% ethanol/chloroform. The org...